This data is from the Open Reaction Database (ORD), a public repository of structured organic reaction records. The task is: describe an organic reaction: reactants, conditions, products, and yield Reactants: ClC1=C(C=CC=C1Cl)S(=O)(=O)Cl (2,3-Dichlorobenzenesulfonyl chloride), CS(=O)(=O)C1=NC=C2C(=N1)N(N=C2C2=CC=C(C=C2)N)C (4-(6-Methanesulfonyl-1-methyl-1H-pyrazolo[3,4-d]pyrimidin-3-yl)-phenyl amine), CCN(C(C)C)C(C)C (DIEA). Run in C(Cl)Cl (CH2Cl2), C(Cl)Cl (CH2Cl2). Run at time 2 hour. The product is ClC1=C(C=CC=C1Cl)S(=O)(=O)NC1=CC=C(C=C1)C1=NN(C2=NC(=NC=C21)S(=O)(=O)C)C (2,3-Dichloro-N-[4-(6-methanesulfonyl-1-methyl-1H-pyrazolo[3,4-d]pyrimidin-3-yl)-phenyl]-benzenesulfonamide). RXN SMILES: [Cl:1][C:2]1[C:7]([Cl:8])=[CH:6][CH:5]=[CH:4][C:3]=1[S:9](Cl)(=[O:11])=[O:10].[CH3:13][S:14]([C:17]1[N:22]=[C:21]2[N:23]([CH3:33])[N:24]=[C:25]([C:26]3[CH:31]=[CH:30][C:29]([NH2:32])=[CH:28][CH:27]=3)[C:20]2=[CH:19][N:18]=1)(=[O:16])=[O:15].CCN(C(C)C)C(C)C>C(Cl)Cl>[Cl:1][C:2]1[C:7]([Cl:8])=[CH:6][CH:5]=[CH:4][C:3]=1[S:9]([NH:32][C:29]1[CH:28]=[CH:27][C:26]([C:25]2[C:20]3[C:21](=[N:22][C:17]([S:14]([CH3:13])(=[O:16])=[O:15])=[N:18][CH:19]=3)[N:23]([CH3:33])[N:24]=2)=[CH:31][CH:30]=1)(=[O:11])=[O:10]. Procedure details: 2,3-Dichlorobenzenesulfonyl chloride (342 mg, 1.5 equiv.) was added to a mixture of 4-(6-Methanesulfonyl-1-methyl-1H-pyrazolo[3,4-d]pyrimidin-3-yl)-phenyl amine (283 mg., 0.93 mmol) and DIEA (325 μl, 2 equiv.) in CH2Cl2 (10 ml) at room temperature. After 2 hrs, the mixture was diluted by CH2Cl2 (10 ml) and washed by 10% NaHCO3, brine, drying and concentration left 420 mg as a golden yellow solid; LC/MS(m/e)=512.0 (MH+). Starting materials: OC=1C2=C(N=NN1)C(=CC=C2)C(=O)N (4-hydroxybenzo[d][1,2,3]triazine-8-carboxylic acid amide), NC1CN(CCC1C1=CC=C(C=C1)C(F)(F)F)C(=O)OC(C)(C)C (tert-butyl 3-amino-4-(4-(trifluoromethyl)phenyl)piperidine-1-carboxylate). Product: FC(C1=CC=C(C=C1)C1C(CNCC1)NC=1C2=C(N=NN1)C(=CC=C2)C(=O)N)(F)F (4-((4-(4-(trifluoromethyl)phenyl)piperidin-3-yl)amino)benzo[d][1,2,3]triazine-8-carboxamide). RXN SMILES: O[C:2]1[C:3]2[CH:11]=[CH:10][CH:9]=[C:8]([C:12]([NH2:14])=[O:13])[C:4]=2[N:5]=[N:6][N:7]=1.[NH2:15][CH:16]1[CH:21]([C:22]2[CH:27]=[CH:26][C:25]([C:28]([F:31])([F:30])[F:29])=[CH:24][CH:23]=2)[CH2:20][CH2:19][N:18](C(OC(C)(C)C)=O)[CH2:17]1>>[F:31][C:28]([F:29])([F:30])[C:25]1[CH:24]=[CH:23][C:22]([CH:21]2[CH2:20][CH2:19][NH:18][CH2:17][CH:16]2[NH:15][C:2]2[C:3]3[CH:11]=[CH:10][CH:9]=[C:8]([C:12]([NH2:14])=[O:13])[C:4]=3[N:5]=[N:6][N:7]=2)=[CH:27][CH:26]=1. Reported procedure: Compound 22 was prepared following general synthesis scheme 9 wherein 4-hydroxybenzo[d][1,2,3]triazine-8-carboxylic acid amide was reacted with tert-butyl 3-amino-4-(4-(trifluoromethyl)phenyl)piperidine-1-carboxylate to give the title compound. LC-MS [417 (M+H)], 1H NMR (400 MHz, DMSO-d6) δ 9.21 (s, 1H), 9.04-8.92 (m, 1H), 8.61-8.43 (m, 3H), 8.11-7.92 (m, 2H), 7.72 (d, 1H), 7.64-7.46 (m, 5H), 5.58-5.44 (m, 1H), 3.71-3.44 (m, 4H), 3.30-3.09 (m, 1H), 2.81-2.60 (m, 1H), 2.08 (d, 1H). Starting materials: CCOC(=O)C (EtOAc), C(=O)([O-])[O-].[K+].[K+] (K2CO3), COC1=NC(=NC=C1C(=O)C(C(=O)OCC)=C(SC)SC)SC (ethyl 2-(4-methoxy-2-(methylthio)pyrimidine-5-carbonyl)-3,3-bis(methylthio)acrylate), NC1=C(C=CC=C1)S (2-aminobenzenethiol). Run in O (H2O), C1(=CC=CC=C1)C (Toluene), C1(=CC=CC=C1)C (toluene). Run at temperature 140 celsius. The product is C(C)OC(=O)C=1C(C2=C(N3C=4C=CC=CC4SC13)N=C(N=C2)SC)=O (2-Methylsulfanyl-5-oxo-5H-7-thia-1,3,11b-triaza-benzo[c]fluorene-6-carboxylic acid ethyl ester). The yield is 55.1%. Reaction SMILES: CO[C:3]1[C:8]([C:9]([C:11](=[C:17]([S:20][CH3:21])SC)[C:12]([O:14][CH2:15][CH3:16])=[O:13])=[O:10])=[CH:7][N:6]=[C:5]([S:22][CH3:23])[N:4]=1.[NH2:24][C:25]1C=[CH:29][CH:28]=[CH:27][C:26]=1S.C([O-])([O-])=O.[K+].[K+].CCOC(C)=O>C1(C)C=CC=CC=1.O>[CH2:15]([O:14][C:12]([C:11]1[C:9](=[O:10])[C:8]2[CH:7]=[N:6][C:5]([S:22][CH3:23])=[N:4][C:3]=2[N:24]2[C:17]=1[S:20][C:21]1[CH:29]=[CH:28][CH:27]=[CH:26][C:25]2=1)=[O:13])[CH3:16] |f:2.3.4|. Procedure: A solution of ethyl 2-(4-methoxy-2-(methylthio)pyrimidine-5-carbonyl)-3,3-bis(methylthio)acrylate (475 mg, 1.27 mmol) and 2-aminobenzenethiol (200 mg, 1.60 mmol) in toluene (5 mL) was heated to dryness and continued heating neat at 140° C. for 1 h. Toluene (30 mL) and K2CO3 (350 mg, 2.53 mmol) were added to the reaction and it was heated for an additional 1 h. The reaction mixture was cooled to rt and EtOAc (100 mL) and H2O (50 mL) were added. The layers were separated and the organic layer was ... The reactants are Cl.N12C[C@@H](C(CC1)CC2)NC(=O)C=2SC1=C(C2Cl)C=CC(=C1)[N+](=O)[O-] (N-[(3R)-1-azabicyclo[2.2.2]oct-3-yl]-3-chloro-6-nitro-1-benzothiophene-2-carboxamide hydrochloride). Solvent: [Sn](Cl)Cl (tin(II) chloride), CN(C)C=O (DMF). Conditions: time 14 hour. Yields the product Cl.Cl.N12C[C@@H](C(CC1)CC2)NC(=O)C=2SC1=C(C2Cl)C=CC(=C1)N (N-[(3R)-1-Azabicyclo[2.2.2]oct-3-yl]-3-chloro-6-amino-1-benzothiophene-2-carboxamide dihydrochloride). RXN SMILES: [ClH:1].[N:2]12[CH2:9][CH2:8][CH:5]([CH2:6][CH2:7]1)[C@@H:4]([NH:10][C:11]([C:13]1[S:14][C:15]3[CH:22]=[C:21]([N+:23]([O-])=O)[CH:20]=[CH:19][C:16]=3[C:17]=1[Cl:18])=[O:12])[CH2:3]2>[Sn](Cl)Cl.CN(C=O)C>[ClH:18].[ClH:1].[N:2]12[CH2:7][CH2:6][CH:5]([CH2:8][CH2:9]1)[C@@H:4]([NH:10][C:11]([C:13]1[S:14][C:15]3[CH:22]=[C:21]([NH2:23])[CH:20]=[CH:19][C:16]=3[C:17]=1[Cl:18])=[O:12])[CH2:3]2 |f:0.1,4.5.6|. Procedure details: 83 mg (0.23 mmol) of N-[(3R)-1-azabicyclo[2.2.2]oct-3-yl]-3-chloro-6-nitro-1-benzothiophene-2-carboxamide hydrochloride are dissolved in 1.5 ml of 2M tin(II) chloride solution in DMF and stirred at RT for 14 h. The reaction mixture is purified by preparative HPLC. The product fractions are concentrated, dissolved in a mixture of methanol and 4M HCl in dioxane, then again concentrated and dried under high vacuum. 53 mg (57.2% of theory) of the title compound are obtained. Reactants: [Cl-].[Al+3].[Cl-].[Cl-] (aluminum chloride), C(C)(=O)Cl (acetyl chloride), CC1(SC2=C(S1)C=CC=C2)C (2,2-dimethyl-1,3-benzodithiol). Solvent: C(Cl)Cl (methylene chloride), C(Cl)Cl (methylene chloride). Conditions: temperature 0 celsius, time 30 minute. The product is CC(=O)C1=CC2=C(SC(S2)(C)C)C=C1 (2,2-dimethyl-1,3-benzodithiol-5-yl methyl ketone). RXN SMILES: [Cl-].[Al+3].[Cl-].[Cl-].[C:5](Cl)(=[O:7])[CH3:6].[CH3:9][C:10]1([CH3:19])[S:14][C:13]2[CH:15]=[CH:16][CH:17]=[CH:18][C:12]=2[S:11]1>C(Cl)Cl>[CH3:6][C:5]([C:17]1[CH:16]=[CH:15][C:13]2[S:14][C:10]([CH3:9])([CH3:19])[S:11][C:12]=2[CH:18]=1)=[O:7] |f:0.1.2.3|. Procedure: 28.9 g of aluminum chloride were added portionwise at 0° C. to 16.8 ml of acetyl chloride in 360 ml of methylene chloride. After an additional 30 minutes at 0° C., a solution of 35.9 g of 2,2-dimethyl-1,3-benzodithiol in 180 ml of methylene chloride was slowly added dropwise and the mixture was stirred at 0° C. for an additional 12 hours and thereafter at 20° C. for 5 hours. Thereafter, the mixture was poured on to ice, extracted with methylene chloride and the extracts were washed neutral with ...